Dataset: the Open Reaction Database (ORD), a public repository of structured organic reaction records. Task: describe an organic reaction: reactants, conditions, products, and yield Reactants: C(C1=CC=CC=C1)N1[C@@H]([C@H](OCC1=O)C)C(=O)OCC1=CC=CC=C1 ((2R,3S)-benzyl 4-benzyl-2-methyl-5-oxomorpholine-3-carboxylate), B (borane), O (water), CO (methanol). Run in C1CCOC1 (THF), C1CCOC1 (THF). Run at temperature 25 celsius, time 16 hour. Product: C(C1=CC=CC=C1)N1[C@@H]([C@H](OCC1)C)C(=O)OCC1=CC=CC=C1 ((2R,3S)-benzyl 4-benzyl-2-methylmorpholine-3-carboxylate). Isolated yield 86.7%. Reaction SMILES: [CH2:1]([N:8]1[C:13](=O)[CH2:12][O:11][C@H:10]([CH3:15])[C@H:9]1[C:16]([O:18][CH2:19][C:20]1[CH:25]=[CH:24][CH:23]=[CH:22][CH:21]=1)=[O:17])[C:2]1[CH:7]=[CH:6][CH:5]=[CH:4][CH:3]=1.B.CO.O>C1COCC1>[CH2:1]([N:8]1[CH2:13][CH2:12][O:11][C@H:10]([CH3:15])[C@H:9]1[C:16]([O:18][CH2:19][C:20]1[CH:25]=[CH:24][CH:23]=[CH:22][CH:21]=1)=[O:17])[C:2]1[CH:3]=[CH:4][CH:5]=[CH:6][CH:7]=1. Reported procedure: To a solution of (2R,3S)-benzyl 4-benzyl-2-methyl-5-oxomorpholine-3-carboxylate (15.7 g, 46.1 mmol) in THF (60 mL) was added a solution of borane in THF (1 mol/L, 69.2 mL) dropwise over a period of 1 hour at −10° C. under N2. After the end of addition, the mixture was warmed to 25° C. and stirred for 16 hours, then cooled to −10° C. And to the mixture was added methanol slowly until gas evolution was ceased, then added water (10 mL). The mixture was concentrated in vacuo and the residue was diss... Reactants: ( 2H ), ( 1H ), N=1NN=NC1C1=CC=CC(=N1)C1=NC(=CC=C1)C1=NC=CC=C1 (6-(2H-tetrazol-5-yl)-2,2′:6′2″-terpyridine), ( 7H ), ( 2H ), ( 6H ), C(C1=CC(C(=O)Cl)=CC=C1)(=O)Cl (isophthaloyl dichloride), O (water), ( 6H ). Solvent: N1=CC=CC=C1 (pyridine). Run at temperature 50 celsius, time 3 hour. Product: N1=C(C=CC=C1C=1OC(=NN1)C1=CC(=CC=C1)C1=NN=C(O1)C1=CC=CC(=N1)C1=NC(=CC=C1)C1=NC=CC=C1)C1=NC(=CC=C1)C1=NC=CC=C1 (1,3-bis[2-(2,2′:6′2″-terpyridin-6-yl)-1,3,4-oxadiazol-5-yl]benzene). Yield: 67.0%. Reaction SMILES: [N:1]1[NH:2]N=N[C:5]=1[C:6]1[N:11]=[C:10]([C:12]2[CH:17]=[CH:16][CH:15]=[C:14]([C:18]3[CH:23]=[CH:22][CH:21]=[CH:20][N:19]=3)[N:13]=2)[CH:9]=[CH:8][CH:7]=1.[C:24](Cl)(=[O:34])[C:25]1[CH:33]=[CH:32][CH:31]=[C:27]([C:28](Cl)=[O:29])[CH:26]=1.O>N1C=CC=CC=1>[N:11]1[C:6]([C:5]2[O:34][C:24]([C:25]3[CH:33]=[CH:32][CH:31]=[C:27]([C:28]4[O:29][C:5]([C:6]5[N:11]=[C:10]([C:12]6[CH:17]=[CH:16][CH:15]=[C:14]([C:18]7[CH:23]=[CH:22][CH:21]=[CH:20][N:19]=7)[N:13]=6)[CH:9]=[CH:8][CH:7]=5)=[N:1][N:2]=4)[CH:26]=3)=[N:2][N:1]=2)=[CH:7][CH:8]=[CH:9][C:10]=1[C:12]1[CH:17]=[CH:16][CH:15]=[C:14]([C:18]2[CH:23]=[CH:22][CH:21]=[CH:20][N:19]=2)[N:13]=1. Procedure details: 2.0 g of 6-(2H-tetrazol-5-yl)-2,2′:6′2″-terpyridine was dissolved in 50 ml of dehydrated pyridine. Temperature was elevated to 120° C., and 30 ml was dehydrated by azeotropy. After cooling to 50° C., 0.68 g of isophthaloyl dichloride was added. Temperature was elevated to 110° C., and stirring was conducted for 3 hours under flux. After cooling to room temperature, the reaction solution was poured into 200 ml water, and a precipitated yellowish-brown solid was taken out by suction filtration, an... Reactants: O=C1OC(=O)c2cscc21, O=C(n1ccnc1)n1ccnc1, C1CCOC1, CN(C)c1ccncc1, NC1CCC(=O)NC1=O. The product is O=C1CCC(N2C(=O)c3cscc3C2=O)C(=O)N1. RXN SMILES: [C:1]1(=[O:10])[O:2][C:3](=[O:9])[c:4]2[c:5]1[cH:6][s:7][cH:8]2.[C:20]([n:21]1[cH:22][cH:23][n:24][cH:25]1)([n:26]1[cH:27][cH:28][n:29][cH:30]1)=[O:31].[CH2:32]1[O:33][CH2:34][CH2:35][CH2:36]1.[CH3:37][N:38]([c:39]1[cH:40][cH:41][n:42][cH:43][cH:44]1)[CH3:45].[NH2:11][CH:12]1[C:13](=[O:19])[NH:14][C:15](=[O:18])[CH2:16][CH2:17]1>>[C:1]1(=[O:10])[c:5]2[c:4]([cH:8][s:7][cH:6]2)[C:3](=[O:9])[N:11]1[CH:12]1[C:13](=[O:19])[NH:14][C:15](=[O:18])[CH2:16][CH2:17]1. Reactants: OC1CCC2=CC(=CC=C12)C1=C(C#N)C=CC=C1 (2-(1-hydroxy-indan-5-yl)-benzonitrile), N1=CC=CC=C1 (pyridine), S(=O)(Cl)Cl (thionyl chloride). Solvent: C(Cl)Cl (CH2Cl2). Reaction conditions: time 1 hour. Product: ClC1CCC2=CC(=CC=C12)C1=C(C#N)C=CC=C1 (2-(1-Chloro-indan-5-yl)-benzonitrile). RXN SMILES: O[CH:2]1[C:10]2[C:5](=[CH:6][C:7]([C:11]3[CH:18]=[CH:17][CH:16]=[CH:15][C:12]=3[C:13]#[N:14])=[CH:8][CH:9]=2)[CH2:4][CH2:3]1.N1C=CC=CC=1.S(Cl)([Cl:27])=O>C(Cl)Cl>[Cl:27][CH:2]1[C:10]2[C:5](=[CH:6][C:7]([C:11]3[CH:18]=[CH:17][CH:16]=[CH:15][C:12]=3[C:13]#[N:14])=[CH:8][CH:9]=2)[CH2:4][CH2:3]1. Procedure details: To a solution of 2-(1-hydroxy-indan-5-yl)-benzonitrile (3.3 grams, 14 mmol) and pyridine (2.4 mL, 30 mmol)in CH2Cl2 (30 mL) at 0° C. was added thionyl chloride (3.3 grams, 2.04 mL, 28 mmol). The reaction mixture was allowed to warm slowly to room temperature. After 1 hour, the reaction mixture was cooled to 0° C., quenched with saturated aqueous NaHCO3 (10 mL) and diluted with methylene chloride (CH2Cl2) (100 mL). The organic layer was separated and washed with saturated aqueous NaHCO3 (1×25 mL)... Starting materials: CCOCC1CCNCC1, CC#N, CCN(C(C)C)C(C)C, COC(=O)CCC(C(N)=O)N1Cc2c(OCc3ccc(CCl)cc3)cccc2C1=O. Yields the product CCOCC1CCN(Cc2ccc(COc3cccc4c3CN(C(CCC(=O)OC)C(N)=O)C4=O)cc2)CC1. Reaction SMILES: [CH2:31]([CH3:32])[O:33][CH2:34][CH:35]1[CH2:36][CH2:37][NH:38][CH2:39][CH2:40]1.[CH3:50][C:51]#[N:52].[CH:41]([N:42]([CH2:43][CH3:44])[CH:45]([CH3:46])[CH3:47])([CH3:48])[CH3:49].[NH2:1][C:2]([CH:3]([CH2:4][CH2:5][C:6](=[O:7])[O:8][CH3:9])[N:10]1[C:11](=[O:29])[c:12]2[cH:13][cH:14][cH:15][c:16]([O:19][CH2:20][c:21]3[cH:22][cH:23][c:24]([CH2:27][Cl:28])[cH:25][cH:26]3)[c:17]2[CH2:18]1)=[O:30]>>[NH2:1][C:2]([CH:3]([CH2:4][CH2:5][C:6](=[O:7])[O:8][CH3:9])[N:10]1[C:11](=[O:29])[c:12]2[cH:13][cH:14][cH:15][c:16]([O:19][CH2:20][c:21]3[cH:22][cH:23][c:24]([CH2:27][N:38]4[CH2:37][CH2:36][CH:35]([CH2:34][O:33][CH2:31][CH3:32])[CH2:40][CH2:39]4)[cH:25][cH:26]3)[c:17]2[CH2:18]1)=[O:30]. Product: CCCC(CO)Nc1nc(SC(C)c2ccccc2F)nc2nc(OC)sc12. RXN SMILES: [CH3:30][OH:31].[Cl-:32].[Cl:3][c:4]1[s:5][c:6]2[c:7]([n:8][c:9]([S:19][CH:20]([CH3:21])[c:22]3[c:23]([F:28])[cH:24][cH:25][cH:26][cH:27]3)[n:10][c:11]2[NH:12][CH:13]([CH2:14][OH:15])[CH2:16][CH2:17][CH3:18])[n:29]1.[K+:2].[Na+:33].[OH-:1]>>[O:1]([c:4]1[s:5][c:6]2[c:7]([n:8][c:9]([S:19][CH:20]([CH3:21])[c:22]3[c:23]([F:28])[cH:24][cH:25][cH:26][cH:27]3)[n:10][c:11]2[NH:12][CH:13]([CH2:14][OH:15])[CH2:16][CH2:17][CH3:18])[n:29]1)[CH3:30]. The reactants are CO, [Cl-], CCCC(CO)Nc1nc(SC(C)c2ccccc2F)nc2nc(Cl)sc12, [K+], [Na+], [OH-]. Starting materials: [Br-], O=C(OCC1OCCS1)c1ccccc1, CCCC[N+](CCCC)(CCCC)CCCC, ClCCl, [Mg], O. The product is O=C(OCC1OCCS1=O)c1ccccc1. RXN SMILES: [Br-:18].[C:2]([c:3]1[cH:4][cH:5][cH:6][cH:7][cH:8]1)(=[O:9])[O:10][CH2:11][CH:12]1[O:13][CH2:14][CH2:15][S:16]1.[CH2:19]([N+:20]([CH2:21][CH2:22][CH2:23][CH3:24])([CH2:25][CH2:26][CH2:27][CH3:28])[CH2:29][CH2:30][CH2:31][CH3:32])[CH2:33][CH2:34][CH3:35].[CH2:36]([Cl:37])[Cl:38].[Mg:1].[OH2:17]>>[C:2]([c:3]1[cH:4][cH:5][cH:6][cH:7][cH:8]1)(=[O:9])[O:10][CH2:11][CH:12]1[O:13][CH2:14][CH2:15][S:16]1=[O:17]. The reactants are COC(=O)C1CC(OS(C)(=O)=O)CN1C(=O)OC(C)(C)C, [N-]=[N+]=[N-], [Na+], CN(C)C=O. Product: COC(=O)C1CC(N=[N+]=[N-])CN1C(=O)OC(C)(C)C. As a reaction SMILES: [CH3:1][O:2][C:3](=[O:4])[CH:5]1[N:6]([C:15](=[O:16])[O:17][C:18]([CH3:19])([CH3:20])[CH3:21])[CH2:7][CH:8]([O:10][S:11]([CH3:12])(=[O:13])=[O:14])[CH2:9]1.[N-:22]=[N+:23]=[N-:24].[Na+:25].[O:26]=[CH:27][N:28]([CH3:29])[CH3:30]>>[CH3:1][O:2][C:3](=[O:4])[CH:5]1[N:6]([C:15](=[O:16])[O:17][C:18]([CH3:19])([CH3:20])[CH3:21])[CH2:7][CH:8]([N:22]=[N+:23]=[N-:24])[CH2:9]1.